From a dataset of the Open Reaction Database (ORD), a public repository of structured organic reaction records. describe an organic reaction: reactants, conditions, products, and yield The reactants are NC1=CC=C(C=C1)N1C2=C(NC(CC1=O)=O)C1=CC=CC=C1C=C2 (5-(4-aminophenyl)-1H-naphtho[1,2-b][1,4]diazepine-2,4(3H,5H)-dione), C(C1=CC=CC=C1)(=O)NC1=CC=C(C=C1)N1C2=C(NC(CC1=O)=O)C1=CC=CC=C1C=C2 (5-(4-Benzoylaminophenyl)-1H-naphtho[1,2-b][1,4]diazepine-2,4(3H,5H)-dione), BrC=1C=CC(=C(C(=O)Cl)C1)Cl (5-bromo-2-chlorobenzoyl chloride). Yields the product BrC=1C=CC(=C(C(=O)NC2=CC=C(C=C2)N2C3=C(NC(CC2=O)=O)C2=CC=CC=C2C=C3)C1)Cl (5-[4-(5-Bromo-2-chlorobenzoylamino)phenyl]-1H-naphtho[1,2-b][1,4]diazepine-2,4(3H,5H)-dione). Isolated yield 23.7%. Reaction SMILES: [NH2:1][C:2]1[CH:7]=[CH:6][C:5]([N:8]2[C:14](=[O:15])[CH2:13][C:12](=[O:16])[NH:11][C:10]3[C:17]4[C:22]([CH:23]=[CH:24][C:9]2=3)=[CH:21][CH:20]=[CH:19][CH:18]=4)=[CH:4][CH:3]=1.[Br:25][C:26]1[CH:27]=[CH:28][C:29]([Cl:35])=[C:30]([CH:34]=1)[C:31](Cl)=[O:32].C(NC1C=CC(N2C(=O)CC(=O)NC3C4C(C=CC2=3)=CC=CC=4)=CC=1)(=O)C1C=CC=CC=1>>[Br:25][C:26]1[CH:27]=[CH:28][C:29]([Cl:35])=[C:30]([CH:34]=1)[C:31]([NH:1][C:2]1[CH:7]=[CH:6][C:5]([N:8]2[C:14](=[O:15])[CH2:13][C:12](=[O:16])[NH:11][C:10]3[C:17]4[C:22]([CH:23]=[CH:24][C:9]2=3)=[CH:21][CH:20]=[CH:19][CH:18]=4)=[CH:4][CH:3]=1)=[O:32]. Reported procedure: By using 5-(4-aminophenyl)-1H-naphtho[1,2-b][1,4]diazepine-2,4(3H,5H)-dione (20 mg, 0.063 mmol) obtained in Example 1, (3), and 5-bromo-2-chlorobenzoyl chloride (0.0945 mmol), the title compound (8 mg, yield 24%) was obtained as pale yellow crystals in the same manner as that of Example 1, (4). The reactants are Cc1nc(C)c(Br)s1, O=C([O-])[O-], CS(C)=O, CCOC(C)=O, [K+], [K+], Cc1ccc(CCN)cc1. Product: Cc1ccc(CCNc2sc(C)nc2C)cc1. As a reaction SMILES: [Br:1][c:2]1[c:3]([CH3:8])[n:4][c:5]([CH3:7])[s:6]1.[C:19](=[O:20])([O-:21])[O-:22].[CH3:25][S:26]([CH3:27])=[O:28].[CH3:29][CH2:30][O:31][C:32](=[O:33])[CH3:34].[K+:23].[K+:24].[c:9]1([CH3:18])[cH:10][cH:11][c:12]([CH2:15][CH2:16][NH2:17])[cH:13][cH:14]1>>[c:2]1([NH:17][CH2:16][CH2:15][c:12]2[cH:11][cH:10][c:9]([CH3:18])[cH:14][cH:13]2)[c:3]([CH3:8])[n:4][c:5]([CH3:7])[s:6]1. The reactants are C1(=CC=CC=C1)[C@H](C)NC1=NC=CC(=N1)C=1C=C(N=NC1C1=CC(=CC=C1)C(F)(F)F)O ((s)-5-[2-(1-Phenylethylamino)pyrimidin-4-yl]-6-(3-trifluoromethylphenyl)-pyridazin-3-ol), [OH-].[Na+] (sodium hydroxide), P(=O)(Cl)(Cl)Cl (phosphorus oxychloride). Run at temperature 90 celsius. Product: ClC1=CC(=C(N=N1)C1=CC(=CC=C1)C(F)(F)F)C1=NC(=NC=C1)N[C@@H](C)C1=CC=CC=C1 ((s)-6-Chloro-4-[2-(1-phenylethylamino)pyrimidin-4-yl]-3-(3-trifluoromethyl-phenyl)pyridazine). As a reaction SMILES: [C:1]1([C@@H:7]([NH:9][C:10]2[N:15]=[C:14]([C:16]3[CH:17]=[C:18](O)[N:19]=[N:20][C:21]=3[C:22]3[CH:27]=[CH:26][CH:25]=[C:24]([C:28]([F:31])([F:30])[F:29])[CH:23]=3)[CH:13]=[CH:12][N:11]=2)[CH3:8])[CH:6]=[CH:5][CH:4]=[CH:3][CH:2]=1.[OH-].[Na+].P(Cl)(Cl)([Cl:37])=O>>[Cl:37][C:18]1[N:19]=[N:20][C:21]([C:22]2[CH:27]=[CH:26][CH:25]=[C:24]([C:28]([F:31])([F:30])[F:29])[CH:23]=2)=[C:16]([C:14]2[CH:13]=[CH:12][N:11]=[C:10]([NH:9][C@H:7]([C:1]3[CH:6]=[CH:5][CH:4]=[CH:3][CH:2]=3)[CH3:8])[N:15]=2)[CH:17]=1 |f:1.2|. Procedure: Compound 9 (3.5 g, 7.96 mmol) and phosphorus oxychloride (20 mL) were combined under argon then heated at 90° C. for 0.5 h. The solution was cooled and poured onto ice. The resulting suspension was made basic with 2N sodium hydroxide and extracted several times with methylene chloride. The combined organic extracts were washed with brine and dried with anhydrous sodium sulfate. Evaporation of the solvent in vacuo gave an oil which was purified by flash column chromatography (hexane ethyl acetate... The reactants are C(#N)NC=NC1=CC=C(C=C1)C=1N=CNC1 (N-cyano-N'-[4-(imidazol-4-yl)-phenyl]-formamidine), CN (methylamine). Solvent: O (water). Product: CNC=NC1=CC=C(C=C1)C=1N=CNC1 (N-Methyl-N'-[4-(imidazol-4-yl)-phenyl]-formamidine). Yield: 70.9%. As a reaction SMILES: [C:1]([NH:3][CH:4]=[N:5][C:6]1[CH:11]=[CH:10][C:9]([C:12]2[N:13]=[CH:14][NH:15][CH:16]=2)=[CH:8][CH:7]=1)#N.CN>O>[CH3:1][NH:3][CH:4]=[N:5][C:6]1[CH:11]=[CH:10][C:9]([C:12]2[N:13]=[CH:14][NH:15][CH:16]=2)=[CH:8][CH:7]=1. Procedure: Twenty grams of N-cyano-N'-[4-(imidazol-4-yl)-phenyl]-formamidine was added in one portion to 35% methylamine in water (70 ml). A few minutes after the addition, the solid N-methyl-N'-[4-(imidazol-4-yl)-phenyl]-formamidine separated out of the solution. This solid was collected by filtration, washed with water, and dried to yield 13.45 gm of the desired product, which was recrystallized from acetone. The reactants are C12C(C3CC(CC(C1)C3)C2)N2N(CC2=O)C(=O)OCC2=CC=CC=C2 (benzyl 2-(adamantan-2-yl)-3-oxo-1,2-diazetidine-1-carboxylate). Reagents/catalysts: [C].[Pd] (palladium carbon). Solvent: O1CCCC1 (tetrahydrofuran). Run at time 10 hour. Product: C12C(C3CC(CC(C1)C3)C2)N2NCC2=O (2-(adamantan-2-yl)-1,2-diazetidin-3-one). Isolated yield 56.8%. Reaction SMILES: [CH:1]12[CH2:10][CH:5]3[CH2:6][CH:7]([CH2:9][CH:3]([CH2:4]3)[CH:2]1[N:11]1[C:14](=[O:15])[CH2:13][N:12]1C(OCC1C=CC=CC=1)=O)[CH2:8]2>O1CCCC1.[C].[Pd]>[CH:1]12[CH2:8][CH:7]3[CH2:6][CH:5]([CH2:4][CH:3]([CH2:9]3)[CH:2]1[N:11]1[C:14](=[O:15])[CH2:13][NH:12]1)[CH2:10]2 |f:2.3|. Reported procedure: A solution of benzyl 2-(adamantan-2-yl)-3-oxo-1,2-diazetidine-1-carboxylate (100 mg, 0.29 mmol) in tetrahydrofuran (5 mL) was added with 10% palladium carbon (catalyst amount), and under a hydrogen atmosphere, the resultant was stirred at room temperature for 10 hours. The reaction solution was filtered using celite, concentrated in vacuo, and the obtained residue was purified using silica gel chromatography (hexane:ethyl acetate=1:1), and 2-(adamantan-2-yl)-1,2-diazetidin-3-one (34.0 mg, 56.8%)... Reactants: NC1C(N(C2=C(SC1(C)C)C=CC=C2)CC(=O)N(C2=CC=C(C=C2)OC)C(C)C)=O (2-(3-amino-2,2-dimethyl-4-oxo-3,4-dihydro-2H-benzo[b][1,4]thiazepin-5-yl)-N-isopropyl-N-(4-methoxy-phenyl)-acetamide), intermediate 34, FC=1C=C(C=CC1)N=C=O (m-fluorophenyl isocyanate). Solvent: C(Cl)Cl (DCM). The product is FC=1C=C(C=CC1)NC(NC1C(N(C2=C(SC1(C)C)C=CC=C2)CC(=O)N(C2=CC=C(C=C2)OC)C(C)C)=O)=O (2-{3-[3-(3-Fluoro-phenyl)-ureido]-2,2-dimethyl-4-oxo-3,4-dihydro-2H-benzo[b][1,4]thiazepin-5-yl}-N-isopropyl-N-(4-methoxy-phenyl)-acetamide). As a reaction SMILES: [NH2:1][CH:2]1[C:8]([CH3:10])([CH3:9])[S:7][C:6]2[CH:11]=[CH:12][CH:13]=[CH:14][C:5]=2[N:4]([CH2:15][C:16]([N:18]([CH:27]([CH3:29])[CH3:28])[C:19]2[CH:24]=[CH:23][C:22]([O:25][CH3:26])=[CH:21][CH:20]=2)=[O:17])[C:3]1=[O:30].[F:31][C:32]1[CH:33]=[C:34]([N:38]=[C:39]=[O:40])[CH:35]=[CH:36][CH:37]=1>C(Cl)Cl>[F:31][C:32]1[CH:33]=[C:34]([NH:38][C:39](=[O:40])[NH:1][CH:2]2[C:8]([CH3:9])([CH3:10])[S:7][C:6]3[CH:11]=[CH:12][CH:13]=[CH:14][C:5]=3[N:4]([CH2:15][C:16]([N:18]([CH:27]([CH3:28])[CH3:29])[C:19]3[CH:20]=[CH:21][C:22]([O:25][CH3:26])=[CH:23][CH:24]=3)=[O:17])[C:3]2=[O:30])[CH:35]=[CH:36][CH:37]=1. Reported procedure: Similarly to Example 22, to 2-(3-amino-2,2-dimethyl-4-oxo-3,4-dihydro-2H-benzo[b][1,4]thiazepin-5-yl)-N-isopropyl-N-(4-methoxy-phenyl)-acetamide, intermediate 34 G (300 mg, 0.70 mmol) in DCM (2 mL) was added m-fluorophenyl isocyanate (0.80 mL, 0.70 mmol) to give the crude titled compound (225 mg, 57%). A sample (75 mg) was purified by RP-HPLC (40-60%, over 30 min) to give the titled product (47 mg). tR =20.9 min (40-60%, over 30 min); 1HNMR (300 MHz, d6-DMSO) d 0.96 (d, J=6.2 Hz, 3H), 1.21 (s, 6...